This data is from the Open Reaction Database (ORD), a public repository of structured organic reaction records. The task is: describe an organic reaction: reactants, conditions, products, and yield The reactants are NC=1C(=C(C(=C(C1I)C(=O)NCC(CO)O)I)NC(=O)NC1=C(C(=C(C(=C1I)C(=O)NCC(CO)O)I)N)I)I (N,N'-bis[3-amino-2,4,6-triiodo-5-(2,3-dihydroxypropylaminocarbonyl)phenyl]urea). Solvent: C(C)(=O)OC(C)=O (acetic anhydride), N1=CC=CC=C1 (pyridine), CN(C)C=O (DMF). Run at time 65 hour. Yields the product NC=1C(=C(C(=C(C1I)C(=O)NCC(COC(C)=O)OC(C)=O)I)NC(=O)NC1=C(C(=C(C(=C1I)C(=O)NCC(COC(C)=O)OC(C)=O)I)N)I)I (N,N'-bis[3-amino-2,4,6-triiodo-5-(2,3-diacetoxypropylaminocarbonyl)phenyl]urea). As a reaction SMILES: [NH2:1][C:2]1[C:3]([I:40])=[C:4]([NH:18][C:19]([NH:21][C:22]2[C:27]([I:28])=[C:26]([C:29]([NH:31][CH2:32][CH:33]([OH:36])[CH2:34][OH:35])=[O:30])[C:25]([I:37])=[C:24]([NH2:38])[C:23]=2[I:39])=[O:20])[C:5]([I:17])=[C:6]([C:9]([NH:11][CH2:12][CH:13]([OH:16])[CH2:14][OH:15])=[O:10])[C:7]=1[I:8]>C(OC(=O)C)(=O)C.N1C=CC=CC=1.CN(C=O)C>[NH2:38][C:24]1[C:23]([I:39])=[C:22]([NH:21][C:19]([NH:18][C:4]2[C:5]([I:17])=[C:6]([C:9]([NH:11][CH2:12][CH:13]([O:16][C:9](=[O:10])[CH3:6])[CH2:14][O:15][C:14](=[O:15])[CH3:13])=[O:10])[C:7]([I:8])=[C:2]([NH2:1])[C:3]=2[I:40])=[O:20])[C:27]([I:28])=[C:26]([C:29]([NH:31][CH2:32][CH:33]([O:36][C:34](=[O:35])[CH3:33])[CH2:34][O:35][C:29](=[O:30])[CH3:26])=[O:30])[C:25]=1[I:37]. Reported procedure: N,N'-bis[3-amino-2,4,6-triiodo-5-(2,3-dihydroxypropylaminocarbonyl)phenyl]urea (1.23 g, 1.0 mmol) was dissolved in a mixture of acetic anhydride (5 ml), pyridine (5.5 ml) and DMF (5 ml). The solution was stirred at room temperature for 65 h, and the solvents were evaporated. The residue was dissolved in CH2Cl2 (250 ml) and the solution was washed with water (2×50 ml) 0.1M aqueous HCl (50 ml), water (100 ml) and a saturated aqueous solution of NaHCO3. After drying (Na2SO4) and evaporation, NMR an... The reactants are C=CCN(CC=C)c1nc(C)c(C)c(NCc2ccccc2)c1[N+](=O)[O-], CCO, Cl, [Fe], [Na+], [OH-], O. Product: C=CCN(CC=C)c1nc(C)c(C)c(NCc2ccccc2)c1N. Reaction SMILES: [CH2:1]([CH:2]=[CH2:3])[N:4]([c:5]1[n:6][c:7]([CH3:23])[c:8]([CH3:22])[c:9]([NH:14][CH2:15][c:16]2[cH:17][cH:18][cH:19][cH:20][cH:21]2)[c:10]1[N+:11]([O-:12])=[O:13])[CH2:24][CH:25]=[CH2:26].[CH3:31][CH2:32][OH:33].[ClH:27].[Fe:34].[Na+:30].[OH-:29].[OH2:28]>>[CH2:1]([CH:2]=[CH2:3])[N:4]([c:5]1[n:6][c:7]([CH3:23])[c:8]([CH3:22])[c:9]([NH:14][CH2:15][c:16]2[cH:17][cH:18][cH:19][cH:20][cH:21]2)[c:10]1[NH2:11])[CH2:24][CH:25]=[CH2:26]. RXN SMILES: [C:9](=[O:10])([O:11][CH2:12][c:13]1[cH:14][cH:15][cH:16][cH:17][cH:18]1)[C:19]1([OH:20])[CH2:21][C:22](=[O:23])[NH:24][C:25]1=[O:26].[CH2:4]([SH:5])[CH2:6][CH2:7][SH:8].[CH3:27][OH:28].[CH3:29][CH2:30][O:31][C:32]([CH3:33])=[O:34].[CH3:35][CH2:36][O:37][C:38]([CH3:39])=[O:40].[CH3:41][CH2:42][O:43][CH2:44][CH3:45].[N-:1]=[N+:2]=[N-:3]>>[NH2:1][C:9](=[O:10])[O:11][CH2:12][c:13]1[cH:14][cH:15][cH:16][cH:17][cH:18]1. Product: NC(=O)OCc1ccccc1. Starting materials: O=C1CC(O)(C(=O)OCc2ccccc2)C(=O)N1, SCCCS, CO, CCOC(C)=O, CCOC(C)=O, CCOCC, [N-]=[N+]=[N-]. Starting materials: C(CCCCC)[Li] (n-hexyllitium), ( 36 ), C(C)N1CCC(CC1)=O (1-ethylpiperidin-4-one), ( 23 ), BrC1=C(C(=CC=C1)SC)F (1-bromo-2-fluoro-3-(methylthio)benzene), C(CCCCC)[Li] (n-hexyllithium), ( 31 ). Solvent: O1CCCC1 (tetrahydrofurane). The product is C(C)N1CCC(CC1)(O)C1=C(C(=CC=C1)SC)F (1-ETHYL-4-[2-FLUORO-3-(METHYLTHIO)PHENYL]PIPERIDIN-4-OL). RXN SMILES: C([Li])CCCCC.Br[C:9]1[CH:14]=[CH:13][CH:12]=[C:11]([S:15][CH3:16])[C:10]=1[F:17].[CH2:18]([N:20]1[CH2:25][CH2:24][C:23](=[O:26])[CH2:22][CH2:21]1)[CH3:19]>O1CCCC1>[CH2:18]([N:20]1[CH2:25][CH2:24][C:23]([C:9]2[CH:14]=[CH:13][CH:12]=[C:11]([S:15][CH3:16])[C:10]=2[F:17])([OH:26])[CH2:22][CH2:21]1)[CH3:19]. Procedure: Preparation according to preparation 1 with the exception that n-hexyllitium was used instead of n-butyllithium: 1-bromo-2-fluoro-3-(methylthio)benzene (15 g, 67.8 mmol), dry tetrahydrofurane (70 ml), n-hexyllithium (2.3 M in hexane, 31 ml, 71 mmol), 1-ethylpiperidin-4-one (9.06 g, 71 mmol). Yield: 20.7 g. MS m/z (rel. intensity, 70 eV) 269 (M+, 49), 254 (bp), 236 (36), 56 (31), 84 (23). The reactants are FC=1C=C(C=C(OCC2=CC=C3C(=CC(OC3=C2)=O)C2=COC=C2)C1)C(CC)(CC)O (7-[5-Fluoro-3-(3-hydroxypent-3-yl)phenoxymethyl]-4-(furan-3-yl)coumarin), [OH-].[Na+] (NaOH). The solvent is C1CCOC1 (THF). Conditions: time 16 hour. Product: [Na+].[Na+].O1C=C(C=C1)C(=CC(=O)[O-])C1=C(C=C(C=C1)COC1=CC(=CC(=C1)F)C(CC)(CC)O)O.O1C=C(C=C1)C(=CC(=O)[O-])C1=C(C=C(C=C1)COC1=CC(=CC(=C1)F)C(CC)(CC)O)O (3-{Furan-3-yl}-3-{4-[5-fluoro-3-(3-hydroxypent-3-yl)phenoxymethyl]-2-hydroxyphenyl}propenoic acid disodium salt). Reaction SMILES: [F:1][C:2]1[CH:3]=[C:4]([C:26]([OH:31])([CH2:29][CH3:30])[CH2:27][CH3:28])[CH:5]=[C:6]([CH:25]=1)[O:7][CH2:8][C:9]1[CH:18]=[C:17]2[C:12]([C:13]([C:20]3[CH:24]=[CH:23][O:22][CH:21]=3)=[CH:14][C:15](=[O:19])[O:16]2)=[CH:11][CH:10]=1.[OH-:32].[Na+:33]>C1COCC1>[Na+:33].[Na+:33].[O:22]1[CH:23]=[CH:24][C:20]([C:13]([C:12]2[CH:11]=[CH:10][C:9]([CH2:8][O:7][C:6]3[CH:25]=[C:2]([F:1])[CH:3]=[C:4]([C:26]([OH:31])([CH2:27][CH3:28])[CH2:29][CH3:30])[CH:5]=3)=[CH:18][C:17]=2[OH:32])=[CH:14][C:15]([O-:16])=[O:19])=[CH:21]1.[O:22]1[CH:23]=[CH:24][C:20]([C:13]([C:12]2[CH:11]=[CH:10][C:9]([CH2:8][O:7][C:6]3[CH:25]=[C:2]([F:1])[CH:3]=[C:4]([C:26]([OH:31])([CH2:27][CH3:28])[CH2:29][CH3:30])[CH:5]=3)=[CH:18][C:17]=2[OH:32])=[CH:14][C:15]([O-:16])=[O:19])=[CH:21]1 |f:1.2,4.5.6.7|. Procedure details: A solution of the lactone from Step 1 in THF was treated with 2 equivalents of 1N NaOH and the mixture heated at reflux for 2 hrs. The solvent was removed in vacuo and the residue was lyophilized for 16 hrs to afford the title compound. Reactants: Br, O=C([O-])O, CCOP(=O)(CNC(=O)C(CC(C)C)NC(=O)C(CCCCN1C(=O)c2ccccc2C1=O)NC(=O)OCc1ccccc1)CC(CC(C)C)C(=O)NC(CC(C)C)C(=O)NC, CC(=O)O, O=C(Cl)OCc1ccccc1, [K+]. Product: CNC(=O)C(CC(C)C)NC(=O)C(CC(C)C)CP(=O)(O)CNC(=O)C(CC(C)C)NC(=O)C(CCCCN1C(=O)c2ccccc2C1=O)NC(=O)OCc1ccccc1. Reaction SMILES: [BrH:63].[C:79](=[O:80])([O-:81])[OH:82].[CH2:1]([CH3:2])[O:3][P:4](=[O:5])([CH2:6][CH:7]([CH2:8][CH:9]([CH3:10])[CH3:11])[C:12]([NH:13][CH:14]([CH2:15][CH:16]([CH3:17])[CH3:18])[C:19]([NH:20][CH3:21])=[O:22])=[O:23])[CH2:24][NH:25][C:26]([CH:27]([NH:28][C:29]([CH:30]([CH2:31][CH2:32][CH2:33][CH2:34][N:35]1[C:36](=[O:45])[c:37]2[c:38]([cH:41][cH:42][cH:43][cH:44]2)[C:39]1=[O:40])[NH:46][C:47](=[O:48])[O:49][CH2:50][c:51]1[cH:52][cH:53][cH:54][cH:55][cH:56]1)=[O:57])[CH2:58][CH:59]([CH3:60])[CH3:61])=[O:62].[CH3:75][C:76](=[O:77])[OH:78].[Cl:64][C:65]([O:66][CH2:67][c:68]1[cH:69][cH:70][cH:71][cH:72][cH:73]1)=[O:74].[K+:83]>>[O:3]=[P:4]([OH:5])([CH2:6][CH:7]([CH2:8][CH:9]([CH3:10])[CH3:11])[C:12]([NH:13][CH:14]([CH2:15][CH:16]([CH3:17])[CH3:18])[C:19]([NH:20][CH3:21])=[O:22])=[O:23])[CH2:24][NH:25][C:26]([CH:27]([NH:28][C:29]([CH:30]([CH2:31][CH2:32][CH2:33][CH2:34][N:35]1[C:36](=[O:45])[c:37]2[c:38]([cH:41][cH:42][cH:43][cH:44]2)[C:39]1=[O:40])[NH:46][C:47](=[O:48])[O:49][CH2:50][c:51]1[cH:52][cH:53][cH:54][cH:55][cH:56]1)=[O:57])[CH2:58][CH:59]([CH3:60])[CH3:61])=[O:62].